From a dataset of the Open Reaction Database (ORD), a public repository of structured organic reaction records. describe an organic reaction: reactants, conditions, products, and yield Starting materials: C([O-])(O)=O.[Na+] (sodium bicarbonate), Cl.O1C(COC2=C1C=CC=C2)CNCCCCCC(=O)NC2=CC=C(C=C2)C(F)(F)F (6-[(2,3-Dihydro-1,4-benzodioxin-2-yl)methylamino]-N-[4-(trifluoromethyl)phenyl]hexanamide monohydrochloride), C=O (formaldehyde), C(#N)[BH3-].[Na+] (sodium cyanoborohydride), Cl (HCl). Solvent: C(C)(=O)OCC (ethyl acetate), CO (methanol), C(C)O (ethanol). The product is Cl.O1C(COC2=C1C=CC=C2)CN(CCCCCC(=O)NC2=CC=C(C=C2)C(F)(F)F)C (6-[[(2,3-Dihydro-1,4-benzodioxin-2-yl)methyl]methylamino]-N- [4-(trifluoromethyl)phenyl]-hexanamide monohydrochloride). RXN SMILES: [ClH:1].[O:2]1[C:7]2[CH:8]=[CH:9][CH:10]=[CH:11][C:6]=2[O:5][CH2:4][CH:3]1[CH2:12][NH:13][CH2:14][CH2:15][CH2:16][CH2:17][CH2:18][C:19]([NH:21][C:22]1[CH:27]=[CH:26][C:25]([C:28]([F:31])([F:30])[F:29])=[CH:24][CH:23]=1)=[O:20].C=O.[C:34]([BH3-])#N.[Na+].C(=O)(O)[O-].[Na+].Cl>CO.C(O)C.C(OCC)(=O)C>[ClH:1].[O:2]1[C:7]2[CH:8]=[CH:9][CH:10]=[CH:11][C:6]=2[O:5][CH2:4][CH:3]1[CH2:12][N:13]([CH3:34])[CH2:14][CH2:15][CH2:16][CH2:17][CH2:18][C:19]([NH:21][C:22]1[CH:23]=[CH:24][C:25]([C:28]([F:29])([F:31])[F:30])=[CH:26][CH:27]=1)=[O:20] |f:0.1,3.4,5.6,11.12|. Procedure details: 6-[(2,3-Dihydro-1,4-benzodioxin-2-yl)methylamino]-N-[4-(trifluoromethyl)phenyl]hexanamide monohydrochloride (201 mg), 37% aqueous formaldehyde (0.18 mL) and sodium cyanoborohydride (38 mg) were stirred in methanol (4.8 mL) for 96 hours at 20°-25° C. under nitrogen atmosphere. Saturated sodium bicarbonate (20 mL) was added to the reaction and extracted with dichloromethane (2×20 mL). The combined extracts were dried (Na2SO4) and concentrated vacuo. The resulting oil was chromatographed eluting wi... Reactants: OC1=C(C=CC=C1)C(CC(=O)OC(C)(C)C)=O (tert-butyl 3-(2-hydroxyphenyl)-3-oxopropanoate), C(C)(=O)O (acetic acid), BrC1=CC=C(C=O)C=C1 (4-bromobenzaldehyde), N1CCCCC1 (piperidine). Run in C1=CC=CC=C1 (benzene). Product: BrC1=CC=C(C=C1)/C=C(/C(=O)OC(C)(C)C)\C(=O)C1=C(C=CC=C1)O ((E)-tert-butyl 3-(4-bromophenyl)-2-(2-hydroxyphenylcarbonyl)prop-2-enoate). Yield: 57.4%. Reaction SMILES: [OH:1][C:2]1[CH:7]=[CH:6][CH:5]=[CH:4][C:3]=1[C:8](=[O:17])[CH2:9][C:10]([O:12][C:13]([CH3:16])([CH3:15])[CH3:14])=[O:11].[Br:18][C:19]1[CH:26]=[CH:25][C:22]([CH:23]=O)=[CH:21][CH:20]=1.N1CCCCC1.C(O)(=O)C>C1C=CC=CC=1>[Br:18][C:19]1[CH:26]=[CH:25][C:22](/[CH:23]=[C:9](\[C:8]([C:3]2[CH:4]=[CH:5][CH:6]=[CH:7][C:2]=2[OH:1])=[O:17])/[C:10]([O:12][C:13]([CH3:14])([CH3:16])[CH3:15])=[O:11])=[CH:21][CH:20]=1. Procedure details: Prepared according to general procedure A using tert-butyl 3-(2-hydroxyphenyl)-3-oxopropanoate (18) (289 mg, 1.2 mmol), 4-bromobenzaldehyde (226 mg, 1.2 mmol), 20.0 mL benzene, piperidine (10 μL, 0.1 mmol) and glacial acetic acid (5.6 μL, 0.1 mmol), refluxed for 3 h. Purified via recrystallization from hexanes/CH2Cl2, yielding 278 mg (57%) of clear crystals. mp=98-100° C.; IR (film) 2978.4; 1712.8; 1629.0; 1155.7 cm−1; 1H NMR (500 MHz, CDCl3) δ 11.84 (bs, 1H); 7.78 (s, 1H); 7.52-7.48 (m, 2H); 7.... Starting materials: OC1(CCN(CC1)CC(=O)OCC1=CC=CC=C1)C (benzyl 2-(4-hydroxy-4-methylpiperidin-1-yl)acetate). Reagents/catalysts: [Pd] (Pd/C). Solvent: CO (methanol). Conditions: time 1 hour. Product: OC1(CCN(CC1)CC(=O)O)C (2-(4-hydroxy-4-methylpiperidin-1-yl)acetic acid). The yield is 89.6%. As a reaction SMILES: [OH:1][C:2]1([CH3:19])[CH2:7][CH2:6][N:5]([CH2:8][C:9]([O:11]CC2C=CC=CC=2)=[O:10])[CH2:4][CH2:3]1>CO.[Pd]>[OH:1][C:2]1([CH3:19])[CH2:3][CH2:4][N:5]([CH2:8][C:9]([OH:11])=[O:10])[CH2:6][CH2:7]1. Reported procedure: To a solution of compound benzyl 2-(4-hydroxy-4-methylpiperidin-1-yl)acetate (400 mg, 1.61 mmol) in methanol (10 mL) was added Pd/C (10%, 100 mg) and the mixture was stirred under hydrogen atmosphere at ambient temperature for 1 h. The mixture was filtered through a pad of Celite and the filtrate was concentrated to afford 2-(4-hydroxy-4-methylpiperidin-1-yl)acetic acid (250 mg, quantitative) as a colorless solid, which was used directly without further purification. Starting materials: ClCCl, OCc1cccc(Oc2ccc(C(F)(F)F)cc2)c1, O=S(Cl)Cl. The product is FC(F)(F)c1ccc(Oc2cccc(CCl)c2)cc1. RXN SMILES: [Cl:24][CH2:25][Cl:26].[F:1][C:2]([c:3]1[cH:4][cH:5][c:6]([O:7][c:8]2[cH:9][c:10]([CH2:14][OH:15])[cH:11][cH:12][cH:13]2)[cH:16][cH:17]1)([F:18])[F:19].[S:20]([Cl:21])([Cl:22])=[O:23]>>[F:1][C:2]([c:3]1[cH:4][cH:5][c:6]([O:7][c:8]2[cH:9][c:10]([CH2:14][Cl:22])[cH:11][cH:12][cH:13]2)[cH:16][cH:17]1)([F:18])[F:19]. Reactants: Cl.NC(CC(=O)OCC)C (ethyl 3-aminobutyrate hydrochloride), 2X, [OH-].[Na+] (NaOH). Run in CCOC(=O)C (EtOAc). Product: C([C@H](O)C1=CC=CC=C1)(=O)O.N[C@@H](CC(=O)OCC)C (Ethyl 3(R)-aminobutanoate (R)-mandelate). Yield: 51.0%. RXN SMILES: Cl.[NH2:2][CH:3]([CH3:10])[CH2:4][C:5]([O:7][CH2:8][CH3:9])=[O:6].[OH-:11].[Na+]>CCOC(C)=O>[C:5]([OH:7])(=[O:6])[C@@H:4]([C:3]1[CH:10]=[CH:5][CH:4]=[CH:3][CH:10]=1)[OH:11].[NH2:2][C@H:3]([CH3:10])[CH2:4][C:5]([O:7][CH2:8][CH3:9])=[O:6] |f:0.1,2.3,5.6|. Procedure: A solution of ethyl 3-aminobutyrate hydrochloride (4.5 g, 26.8 mmol) in 27 mL of 1N NaOH was extracted 2X with EtOAc. The organic fraction was dried (Na2SO4) and concentrated under reduced pressure. Recrystallization of the residue 3X from EtOAc afforded 1.93 g (51%) of product as a single chiral diastereomer as determined by NMR spectroscopy (m.p. 125°-125° C.). 1H-NMR (300 MHz, CDCl3 ) δ1.00 (d, J=7 Hz, 3H), 1.27 (t, J=7 Hz, 3H, 2.23-2.45 (m, 2H), 3.13 (m, 1H), 4.13 (q, J=7 Hz, 2H), 4.85 (s, 1...